describe an organic reaction: reactants, conditions, products, and yield From a dataset of the Open Reaction Database (ORD), a public repository of structured organic reaction records. Starting materials: P(=O)(Cl)(Cl)Cl (Phosphorus oxychloride), ClC1=CC=C(C=C1)C=1N=C(OC1CCC(=O)N)N1C(=NC=C1)C (4-(4-chlorophenyl)-2-(2-methyl-1-imidazolyl)-5-oxazolepropionamide), C([O-])(O)=O.[Na+] (sodium bicarbonate), ice water. The solvent is CN(C=O)C (N,N-dimethylformamide). Reaction conditions: time 1 hour. Yields the product ClC1=CC=C(C=C1)C=1N=C(OC1CCC#N)N1C(=NC=C1)C (4-(4-chlorophenyl)-5-(2-cyanoethyl)-2-(2-methyl-1-imidazolyl)oxazole). Isolated yield 81.8%. Reaction SMILES: P(Cl)(Cl)(Cl)=O.[Cl:6][C:7]1[CH:12]=[CH:11][C:10]([C:13]2[N:14]=[C:15]([N:23]3[CH:27]=[CH:26][N:25]=[C:24]3[CH3:28])[O:16][C:17]=2[CH2:18][CH2:19][C:20]([NH2:22])=O)=[CH:9][CH:8]=1.C(=O)(O)[O-].[Na+]>CN(C)C=O>[Cl:6][C:7]1[CH:8]=[CH:9][C:10]([C:13]2[N:14]=[C:15]([N:23]3[CH:27]=[CH:26][N:25]=[C:24]3[CH3:28])[O:16][C:17]=2[CH2:18][CH2:19][C:20]#[N:22])=[CH:11][CH:12]=1 |f:2.3|. Procedure: Phosphorus oxychloride(585 mg) was added dropwise into a N,N-dimethylformamide solution (20 ml) of 4-(4-chlorophenyl)-2-(2-methyl-1-imidazolyl)-5-oxazolepropionamide(840 mg) at room temperature. After stirring for 1 hour, the reaction mixture was poured into ice water, and neutralized with saturated sodium bicarbonate. The precipitating crystals are collected by filtration to give 4-(4-chlorophenyl)-5-(2-cyanoethyl)-2-(2-methyl-1-imidazolyl)oxazole(650 mg, 82%). This was recrystallized with acet... The reactants are C12(CC3CC(CC(C1)C3)C2)C2=CC=C(C=C2)O (4-(Adamantan-1-yl)-phenol), C(C#C)(=O)OC (methyl propiolate), C1=CC=C(C=C1)P(C2=CC=CC=C2)C3=CC=CC=C3 (Ph3P). The solvent is C1(=CC=CC=C1)C (toluene). Run at temperature 115 celsius. The product is COC(\C=C\OC1=CC=C(C=C1)C12CC3CC(CC(C1)C3)C2)=O ((E)-3-(4-adamantan-1-yl-phenoxy)-acrylic acid methylester). The yield is 90.6%. Reaction SMILES: [C:1]12([C:11]3[CH:16]=[CH:15][C:14]([OH:17])=[CH:13][CH:12]=3)[CH2:10][CH:5]3[CH2:6][CH:7]([CH2:9][CH:3]([CH2:4]3)[CH2:2]1)[CH2:8]2.[C:18]([O:22][CH3:23])(=[O:21])[C:19]#[CH:20].C1C=CC(P(C2C=CC=CC=2)C2C=CC=CC=2)=CC=1>C1(C)C=CC=CC=1>[CH3:23][O:22][C:18](=[O:21])/[CH:19]=[CH:20]/[O:17][C:14]1[CH:13]=[CH:12][C:11]([C:1]23[CH2:8][CH:7]4[CH2:9][CH:3]([CH2:4][CH:5]([CH2:6]4)[CH2:10]2)[CH2:2]3)=[CH:16][CH:15]=1. Reported procedure: 4-(Adamantan-1-yl)-phenol (1.0 mg, 4.38 mmol) and methyl propiolate (737 mg, 0.74 ml, 8.76 mmol) were dissolved in 25 ml of toluene, to which Ph3P (1.15 g, 4.38 mmol) was added, followed by reflux at 115° C. for 3 hours. The reaction solution was concentrated and extracted with EtoAC and NaCl solution. The organic layer was dried over anhydrous MgSO4, and concentrated. The residue was purified by silica gel column chromatography (n-Hexane:EtOAc=50:1) to give the target compound as a white solid ... The reactants are BrC1=NC=C(C=C1)Br (2,5-dibromopyridine), C(C1=CC=CC=C1)OCCO (benzyloxy-2-ethanol), ( b ). Product: C(C1=CC=CC=C1)OCCOC1=NC=C(C=C1)Br (2-(Benzyloxyethoxy)-5-bromopyridine). Reaction SMILES: Br[C:2]1[CH:7]=[CH:6][C:5]([Br:8])=[CH:4][N:3]=1.[CH2:9]([O:16][CH2:17][CH2:18][OH:19])[C:10]1[CH:15]=[CH:14][CH:13]=[CH:12][CH:11]=1>>[CH2:9]([O:16][CH2:17][CH2:18][O:19][C:2]1[CH:7]=[CH:6][C:5]([Br:8])=[CH:4][N:3]=1)[C:10]1[CH:15]=[CH:14][CH:13]=[CH:12][CH:11]=1. Procedure: Prepared from 2,5-dibromopyridine and benzyloxy-2-ethanol by the method of Example 10 (b).